Dataset: the Open Reaction Database (ORD), a public repository of structured organic reaction records. Task: describe an organic reaction: reactants, conditions, products, and yield Reactants: FC(C1=C(CN=C=S)C=CC=C1)(F)F (2-trifluoromethylbenzylisothiocyanate), ClC1=C(C=CC=C1)C1=NCC=2N(C3=C1C1=C(S3)CNCC1)C(=NN2)C (6-(2-chlorophenyl)-7,8,9,10-tetrahydro-1-methyl-4H-pyrido[4′,3′;4,5]thieno[3,2-f][1,2,4]triazolo[4,3-a][1,4]diazepine). The solvent is ClCCl (dichloromethane). Product: ClC1=C(C=CC=C1)C1=NCC=2N(C3=C1C1=C(S3)CN(CC1)C(NCC1=C(C=CC=C1)C(F)(F)F)=S)C(=NN2)C (6-(2-chlorophenyl)-7,10-dihydro-1-methyl-N-(2-trifluoromethylbenzyl)-4H-pyrido[4′,3′;4,5]thieno[3,2-f][1,2,4]triazolo[4,3-a][1,4]diazepine-9(8H)-carbothioamide). As a reaction SMILES: [F:1][C:2]([F:14])([F:13])[C:3]1[CH:12]=[CH:11][CH:10]=[CH:9][C:4]=1[CH2:5][N:6]=[C:7]=[S:8].[Cl:15][C:16]1[CH:21]=[CH:20][CH:19]=[CH:18][C:17]=1[C:22]1[C:28]2[C:29]3[CH2:35][CH2:34][NH:33][CH2:32][C:30]=3[S:31][C:27]=2[N:26]2[C:36]([CH3:39])=[N:37][N:38]=[C:25]2[CH2:24][N:23]=1>ClCCl>[Cl:15][C:16]1[CH:21]=[CH:20][CH:19]=[CH:18][C:17]=1[C:22]1[C:28]2[C:29]3[CH2:35][CH2:34][N:33]([C:7](=[S:8])[NH:6][CH2:5][C:4]4[CH:9]=[CH:10][CH:11]=[CH:12][C:3]=4[C:2]([F:13])([F:1])[F:14])[CH2:32][C:30]=3[S:31][C:27]=2[N:26]2[C:36]([CH3:39])=[N:37][N:38]=[C:25]2[CH2:24][N:23]=1. Reported procedure: A mixture containing 2-trifluoromethylbenzylisothiocyanate (1 g, 0.0046 mol) and 6-(2-chlorophenyl)-7,8,9,10-tetrahydro-1-methyl-4H-pyrido[4′,3′;4,5]thieno[3,2-f][1,2,4]triazolo[4,3-a][1,4]diazepine (1.22 g, 0.0033 mol) in 20 ml of dichloromethane is agitated at a temperature close to 20° C. for 1 hour. The reaction mixture is evaporated to dryness. 40 ml of ethyl acetate is added to the residual oil. After separation of the insoluble part, the solvent is evaporated off. 40 ml of isopropyl ether... The reactants are C1CCOC1, [Li]CCCC, COc1ccc2ncc(F)cc2c1, CN(C)C=O. Product: COc1ccc2ncc(F)c(C=O)c2c1. Reaction SMILES: [CH2:24]1[O:25][CH2:26][CH2:27][CH2:28]1.[CH3:1][CH2:2][CH2:3][CH2:4][Li:5].[F:6][c:7]1[cH:8][n:9][c:10]2[cH:11][cH:12][c:13]([O:17][CH3:18])[cH:14][c:15]2[cH:16]1.[O:19]=[CH:20][N:21]([CH3:22])[CH3:23]>>[F:6][c:7]1[cH:8][n:9][c:10]2[cH:11][cH:12][c:13]([O:17][CH3:18])[cH:14][c:15]2[c:16]1[CH:20]=[O:19]. Procedure details: 3.60 g (0.02 moles plus 0.14 g excess) of 4-nitrophthalonitrile was dissolved in 50 ml anhydrous DMSO in a 100 ml three-necked flask fitted with a magnetic stirrer bar under nitrogen. 1.28 g (0.01 moles) of 3-fluorocatechol (Aldrich) was added to the mixture followed by 5 g of anhydrous potassium carbonate. The mixture was stirred at room temperature for 24 hours. The workup was as described in Example 5 and yielded 3.04 g of off-white crystals of the title compound (80% theoretical yield). The ... The product is off-white crystals, C(#N)C=1C=C(OC2=C(C(=CC=C2)F)OC2=CC(=C(C=C2)C#N)C#N)C=CC1C#N (1,2-bis-(3,4-dicyanophenoxy)-3-fluorobenzene). Run in CS(=O)C (DMSO). The yield is 80.0%. Conditions: time 24 hour. Reactants: [N+](=O)([O-])C=1C=C(C(C#N)=CC1)C#N (4-nitrophthalonitrile), C([O-])([O-])=O.[K+].[K+] (potassium carbonate), FC1=C(C(O)=CC=C1)O (3-fluorocatechol). Reaction SMILES: [N+]([C:4]1[CH:5]=[C:6]([C:12]#[N:13])[C:7](=[CH:10][CH:11]=1)[C:8]#[N:9])([O-])=O.[F:14][C:15]1[CH:21]=[CH:20][CH:19]=[C:17]([OH:18])[C:16]=1O.[C:23](=[O:26])([O-])[O-].[K+].[K+]>CS(C)=O>[C:12]([C:6]1[CH:5]=[C:4]([CH:11]=[CH:10][C:7]=1[C:8]#[N:9])[O:18][C:17]1[CH:19]=[CH:20][CH:21]=[C:15]([F:14])[C:16]=1[O:26][C:23]1[CH:11]=[CH:10][C:7]([C:8]#[N:9])=[C:6]([C:12]#[N:13])[CH:5]=1)#[N:13] |f:2.3.4|.